This data is from the Open Reaction Database (ORD), a public repository of structured organic reaction records. The task is: describe an organic reaction: reactants, conditions, products, and yield The reactants are C1CCOC1, CC(C)(C)[O-], Cc1nc(Cl)cc(Cl)n1, Cl, Cc1cccc(Cl)c1NC(=O)c1cnc(N)s1, [Na+]. Product: Cc1nc(Cl)cc(Nc2ncc(C(=O)Nc3c(C)cccc3Cl)s2)n1. RXN SMILES: [CH2:34]1[O:35][CH2:36][CH2:37][CH2:38]1.[CH3:27][C:28]([CH3:29])([O-:30])[CH3:31].[Cl:18][c:19]1[n:20][c:21]([CH3:26])[n:22][c:23]([Cl:25])[cH:24]1.[ClH:33].[NH2:1][c:2]1[s:3][c:4]([C:7](=[O:8])[NH:9][c:10]2[c:11]([Cl:17])[cH:12][cH:13][cH:14][c:15]2[CH3:16])[cH:5][n:6]1.[Na+:32]>>[NH:1]([c:2]1[s:3][c:4]([C:7](=[O:8])[NH:9][c:10]2[c:11]([Cl:17])[cH:12][cH:13][cH:14][c:15]2[CH3:16])[cH:5][n:6]1)[c:23]1[n:22][c:21]([CH3:26])[n:20][c:19]([Cl:18])[cH:24]1.